This data is from the Open Reaction Database (ORD), a public repository of structured organic reaction records. The task is: describe an organic reaction: reactants, conditions, products, and yield Reported procedure: Synthesis works according to the preparation of A4-1 or A4-4 when using N-(8-methoxytetralin-2-yl)-N-propylamine (A2-1: R═OMe) and 2-benzo[b]thienyl acetic acid (A3-10: R═OMe, Cy=2-benzo[b]thienyl) (purchasable from Rare Chemicals, Kiel (Germany); order number: GT HW 0344) and subsequent reaction according to the synthesis of A5-1. Starting materials: COC=1C=CC=C2CCC(CC12)NCCC (N-(8-methoxytetralin-2-yl)-N-propylamine), S1C2=C(C=C1CC(=O)O)C=CC=C2 (2-benzo[b]thienyl acetic acid). Yields the product S1C2=C(C=C1CCN(CCC)C1CC3=C(C=CC=C3CC1)OC)C=CC=C2 (N-(2-Benzo[b]thienylethyl)-N-(8-methoxytetralin-2-yl)-N-propylamine). Reaction SMILES: [CH3:1][O:2][C:3]1[CH:4]=[CH:5][CH:6]=[C:7]2[C:12]=1[CH2:11][CH:10]([NH:13][CH2:14][CH2:15][CH3:16])[CH2:9][CH2:8]2.[S:17]1[C:21]([CH2:22][C:23](O)=O)=[CH:20][C:19]2[CH:26]=[CH:27][CH:28]=[CH:29][C:18]1=2>>[S:17]1[C:21]([CH2:22][CH2:23][N:13]([CH:10]2[CH2:9][CH2:8][C:7]3[C:12](=[C:3]([O:2][CH3:1])[CH:4]=[CH:5][CH:6]=3)[CH2:11]2)[CH2:14][CH2:15][CH3:16])=[CH:20][C:19]2[CH:26]=[CH:27][CH:28]=[CH:29][C:18]1=2. Reactants: [Li]CCCC, CCCCCC, C#CC(C)O, C[Si](C)(C)Cl, [H-], [Na+]. The product is CC(O)C#C[Si](C)(C)C. Reaction SMILES: [CH2:8]([Li:9])[CH2:10][CH2:11][CH3:12].[CH3:18][CH2:19][CH2:20][CH2:21][CH2:22][CH3:23].[CH3:1][CH:2]([C:3]#[CH:4])[OH:5].[Cl:13][Si:14]([CH3:15])([CH3:16])[CH3:17].[H-:6].[Na+:7]>>[CH3:1][CH:2]([C:3]#[C:4][Si:14]([CH3:15])([CH3:16])[CH3:17])[OH:5].